describe an organic reaction: reactants, conditions, products, and yield From a dataset of the Open Reaction Database (ORD), a public repository of structured organic reaction records. Reactants: [Br-], Br, CO, CC(C)c1cc2ccccn2n1, [K+], [K+], O, N#C[S-]. The product is CC(C)c1nn2ccccc2c1SC#N. RXN SMILES: [Br-:22].[Br:17].[CH3:19][OH:20].[CH:1]([CH3:2])([CH3:3])[c:4]1[n:5][n:6]2[c:7]([cH:8][cH:9][cH:10][cH:11]2)[cH:12]1.[K+:13].[K+:21].[OH2:18].[S-:14][C:15]#[N:16]>>[CH:1]([CH3:2])([CH3:3])[c:4]1[n:5][n:6]2[c:7]([cH:8][cH:9][cH:10][cH:11]2)[c:12]1[S:14][C:15]#[N:16]. RXN SMILES: [CH3:1][c:2]1[cH:3][cH:4][c:5]([S:6]([O:7][CH2:8][CH:9]2[CH2:10][c:11]3[cH:12][cH:13][cH:14][c:15](-[c:16]4[cH:17][cH:18][cH:19][cH:20][cH:21]4)[c:22]3[O:23]2)(=[O:24])=[O:25])[cH:26][cH:27]1.[ClH:54].[N-:29]=[N+:30]=[N-:31].[N-:51]=[N+:52]=[N-:53].[Na+:28].[c:32]1(-[c:38]2[cH:39][cH:40][cH:41][c:42]3[c:46]2[O:45][CH:44]([CH2:47][N:48]=[N+:49]=[N-:50])[CH2:43]3)[cH:33][cH:34][cH:35][cH:36][cH:37]1>>[c:32]1(-[c:38]2[cH:39][cH:40][cH:41][c:42]3[c:46]2[O:45][CH:44]([CH2:47][NH2:48])[CH2:43]3)[cH:33][cH:34][cH:35][cH:36][cH:37]1. The product is NCC1Cc2cccc(-c3ccccc3)c2O1. The reactants are Cc1ccc(S(=O)(=O)OCC2Cc3cccc(-c4ccccc4)c3O2)cc1, Cl, [N-]=[N+]=[N-], [N-]=[N+]=[N-], [Na+], [N-]=[N+]=NCC1Cc2cccc(-c3ccccc3)c2O1.